Dataset: the Open Reaction Database (ORD), a public repository of structured organic reaction records. Task: describe an organic reaction: reactants, conditions, products, and yield Procedure details: A mixture of cis-1,3-dibenzyl-2-oxoimidazolidine-4,5-dicarboxylic acid (35.4 g), benzene (500 ml), n-propanol (45 ml) and conc. sulfuric acid (5.0 g) was refluxed for 14 hours, cooled, washed successively with water, 5% aqueous sodium hydroxide and water, and then concentrated under reduced pressure to give oily product of di-n-propyl cis-1,3-dibenzyl-2-oxoimidazolidine-4,5-dicarboxylate (42.3 g). IR (neat, cm-1): 2970, 1750, 1710, 1445, 1420, 1360, 1210, 1055, 750, 700. Product: C(C1=CC=CC=C1)N1C(N([C@H]([C@H]1C(=O)OCCC)C(=O)OCCC)CC1=CC=CC=C1)=O (di-n-propyl cis-1,3-dibenzyl-2-oxoimidazolidine-4,5-dicarboxylate). Reaction SMILES: [CH2:1]([N:8]1[C@H:12]([C:13]([OH:15])=[O:14])[C@H:11]([C:16]([OH:18])=[O:17])[N:10]([CH2:19][C:20]2[CH:25]=[CH:24][CH:23]=[CH:22][CH:21]=2)[C:9]1=[O:26])[C:2]1[CH:7]=[CH:6][CH:5]=[CH:4][CH:3]=1.[CH:27]1[CH:32]=CC=C[CH:28]=1.S(=O)(=O)(O)O.[CH2:38](O)[CH2:39][CH3:40]>>[CH2:19]([N:10]1[C@H:11]([C:16]([O:18][CH2:28][CH2:27][CH3:32])=[O:17])[C@H:12]([C:13]([O:15][CH2:38][CH2:39][CH3:40])=[O:14])[N:8]([CH2:1][C:2]2[CH:3]=[CH:4][CH:5]=[CH:6][CH:7]=2)[C:9]1=[O:26])[C:20]1[CH:25]=[CH:24][CH:23]=[CH:22][CH:21]=1. Reactants: C(C1=CC=CC=C1)N1C(N([C@H]([C@H]1C(=O)O)C(=O)O)CC1=CC=CC=C1)=O (cis-1,3-dibenzyl-2-oxoimidazolidine-4,5-dicarboxylic acid), C1=CC=CC=C1 (benzene), S(O)(O)(=O)=O (sulfuric acid), C(CC)O (n-propanol).